From a dataset of the Open Reaction Database (ORD), a public repository of structured organic reaction records. describe an organic reaction: reactants, conditions, products, and yield Starting materials: [OH-].[Na+] (sodium hydroxide), Cl (hydrochloric acid), C(C)C1(C(C2=C(C(=C(C=C2C1)O)Cl)Cl)=O)C (2-ethyl-2-methyl-5-hydroxy-6,7-dichloro-1-indanone), C([O-])([O-])=O.[K+].[K+] (potassium carbonate), BrCC(=O)OCC (ethyl bromoacetate). Solvent: O (water), CN(C)C=O (DMF). Conditions: temperature 55 celsius. The product is O=C1C(CC2=CC(=C(C(=C12)Cl)Cl)OCC(=O)O)(C)CC ((1-Oxo-2-ethyl-2-methyl-6,7-dichloro-5-indanyloxy)acetic Acid). RXN SMILES: [CH2:1]([C:3]1([CH3:16])[CH2:11][C:10]2[C:5](=[C:6]([Cl:14])[C:7]([Cl:13])=[C:8]([OH:12])[CH:9]=2)[C:4]1=[O:15])[CH3:2].C(=O)([O-])[O-].[K+].[K+].Br[CH2:24][C:25]([O:27]CC)=[O:26].[OH-].[Na+].Cl>CN(C=O)C.O>[O:15]=[C:4]1[C:5]2[C:10](=[CH:9][C:8]([O:12][CH2:24][C:25]([OH:27])=[O:26])=[C:7]([Cl:13])[C:6]=2[Cl:14])[CH2:11][C:3]1([CH2:1][CH3:2])[CH3:16] |f:1.2.3,5.6|. Procedure: A stirred mixture of 2-ethyl-2-methyl-5-hydroxy-6,7-dichloro-1-indanone (3.6 g., 0.014 mole), potassium carbonate (4.2 g.), ethyl bromoacetate (5.0 g.) in DMF (40 ml.) is warmed in an inert atmosphere at 55° C. for one hour, then treated with water (40 ml.) and 10N sodium hydroxide (6 ml.) and heated on a steam bath for 11/2 hours. The reaction mixture is poured into dilute aqueous hydrochloric acid, extracted with ether, washed with water and dried over magnesium sulfate. The ether is evaporate...